From a dataset of the Open Reaction Database (ORD), a public repository of structured organic reaction records. describe an organic reaction: reactants, conditions, products, and yield Reactants: FC=1C=C(C=C(C1)F)CC(=O)O (3,5-difluorophenylacetic acid), CN[C@@H](C)C(=O)C1(C(N(C2=C(C(=N1)C1=CC=CC=C1)C=CC=C2)C)=O)N (3-(N′-methyl-L-alaninyl)-amino-2,3-dihydro-1-methyl-5-phenyl-1H-1,4-benzodiazepin-2-one). Yields the product FC=1C=C(C=C(C1)F)CC(=O)N([C@@H](C)C(=O)C1(C(N(C2=C(C(=N1)C1=CC=CC=C1)C=CC=C2)C)=O)N)C (3-[N′-(3,5-Difluorophenylacetyl)-N′-methyl-L-alaninyl]-amino-2,3-dihydro-1-methyl-5-phenyl-1H-1,4-benzodiazepin-2-one). Reaction SMILES: [F:1][C:2]1[CH:3]=[C:4]([CH2:9][C:10]([OH:12])=O)[CH:5]=[C:6]([F:8])[CH:7]=1.[CH3:13][NH:14][C@H:15]([C:17]([C:19]1([NH2:38])[N:25]=[C:24]([C:26]2[CH:31]=[CH:30][CH:29]=[CH:28][CH:27]=2)[C:23]2[CH:32]=[CH:33][CH:34]=[CH:35][C:22]=2[N:21]([CH3:36])[C:20]1=[O:37])=[O:18])[CH3:16]>>[F:8][C:6]1[CH:5]=[C:4]([CH2:9][C:10]([N:14]([CH3:13])[C@H:15]([C:17]([C:19]2([NH2:38])[N:25]=[C:24]([C:26]3[CH:31]=[CH:30][CH:29]=[CH:28][CH:27]=3)[C:23]3[CH:32]=[CH:33][CH:34]=[CH:35][C:22]=3[N:21]([CH3:36])[C:20]2=[O:37])=[O:18])[CH3:16])=[O:12])[CH:3]=[C:2]([F:1])[CH:7]=1. Reported procedure: Following General Procedure D above using 3,5-difluorophenylacetic acid (Oakwood Products, Inc.) and 3-(N′-methyl-L-alaninyl)-amino-2,3-dihydro-1-methyl-5-phenyl-1H-1,4-benzodiazepin-2-one (Example 8-E), the title compound was prepared as a white solid.